Dataset: the Open Reaction Database (ORD), a public repository of structured organic reaction records. Task: describe an organic reaction: reactants, conditions, products, and yield The reactants are Cc1ccccc1, O=C1OC(=O)c2ccccc21, c1ccc(C23CNCC2C3)cc1. Product: O=C(O)c1ccccc1C(=O)N1CC2CC2(c2ccccc2)C1. As a reaction SMILES: [CH3:24][c:25]1[cH:26][cH:27][cH:28][cH:29][cH:30]1.[O:13]=[C:14]1[O:15][C:16](=[O:17])[c:18]2[cH:19][cH:20][cH:21][cH:22][c:23]21.[c:1]1([C:7]23[CH2:8][NH:9][CH2:10][CH:11]2[CH2:12]3)[cH:2][cH:3][cH:4][cH:5][cH:6]1>>[c:1]1([C:7]23[CH2:8][N:9]([C:16](=[O:17])[c:18]4[cH:19][cH:20][cH:21][cH:22][c:23]4[C:14](=[O:13])[OH:15])[CH2:10][CH:11]2[CH2:12]3)[cH:2][cH:3][cH:4][cH:5][cH:6]1. Reactants: C=C1[C@H](C[C@@H]([C@H]1CO)O)N2C=NC3=C2N=C(NC3=O)N (entecavir), C(=O)(C(F)(F)F)O (TFA). The product is C=C1[C@H](C[C@@H]([C@H]1CO)O)N2C=NC3=C2NC(=NC3=O)N.O (entecavir monohydrate). RXN SMILES: [CH2:1]=[C:2]1[C@H:6]([CH2:7][OH:8])[C@@H:5]([OH:9])[CH2:4][C@@H:3]1[N:10]1[C:14]2[N:15]=[C:16]([NH2:20])[NH:17][C:18](=[O:19])[C:13]=2[N:12]=[CH:11]1.C(O)(C(F)(F)F)=[O:22]>>[CH2:1]=[C:2]1[C@H:6]([CH2:7][OH:8])[C@@H:5]([OH:9])[CH2:4][C@@H:3]1[N:10]1[C:14]2[NH:15][C:16]([NH2:20])=[N:17][C:18](=[O:19])[C:13]=2[N:12]=[CH:11]1.[OH2:22] |f:2.3|. Procedure details: Finally, M6 (e.g., ethylidene protection) was converted to entecavir with high reactivity in the presence of aqueous TFA solution or other aqueous organic/inorganic acid solutions. After purification, the desired entecavir monohydrate was obtained with high quality in high yield. The use of crystalline intermediates within our synthetic process for entecavir allows the manufacture of high quality API since the quality can be controlled at the various intermediates. This reaction may be carried o... Reactants: BrC=1C=C2C(=CNC2=CC1)CCC(=O)O (3-(5-bromo-1H-indol-3-yl)-propionic acid), C[Si](C)(C)Cl (Trimethylsilyl chloride). The solvent is CO (methanol). Conditions: time 24 hour. Yields the product COC(CCC1=CNC2=CC=C(C=C12)Br)=O (3-(5-Bromo-1H-indol-3-yl)-propionic acid methyl ester). RXN SMILES: [Br:1][C:2]1[CH:3]=[C:4]2[C:8](=[CH:9][CH:10]=1)[NH:7][CH:6]=[C:5]2[CH2:11][CH2:12][C:13]([OH:15])=[O:14].[CH3:16][Si](Cl)(C)C>CO>[CH3:16][O:14][C:13](=[O:15])[CH2:12][CH2:11][C:5]1[C:4]2[C:8](=[CH:9][CH:10]=[C:2]([Br:1])[CH:3]=2)[NH:7][CH:6]=1. Procedure: The 5-bromoindole-3-propionic acid 87 (4.0 g, 14.91 mmol) was dissolved in methanol (MeOH, 100 mL) and Trimethylsilyl chloride (TMSCl, 33.0 mL, 32.8 mmol, 1.0 M in CH2Cl2) was added dropwise The mixture was stirred for 24 hours, followed by refluxing for 1 hour. The reaction was allowed to cool to room temperature and the solvent was evaporated to ester as a white solid, (M+1=284).